Dataset: the Open Reaction Database (ORD), a public repository of structured organic reaction records. Task: describe an organic reaction: reactants, conditions, products, and yield Reactants: FC1=C(C=C(CC2=NNC(C3=CC=CC(=C23)[N+](=O)[O-])=O)C=C1)C(=O)N1CCC(CC1)OC (4-(4-fluoro-3-(4-methoxypiperidine-1-carbonyl)benzyl)-5-nitrophthalazin-1(2H)-one). The reagents and catalysts are [Pd] (palladium on carbon). Solvent: C(C)O (ethanol). Conditions: time 22 hour. Product: NC1=C2C(=NNC(C2=CC=C1)=O)CC1=CC(=C(C=C1)F)C(=O)N1CCC(CC1)OC (5-amino-4-(4-fluoro-3-(4-methoxypiperidine-1-carbonyl)benzyl)phthalazin-1(2H)-one). Yield: 29.8%. Reaction SMILES: [F:1][C:2]1[CH:22]=[CH:21][C:5]([CH2:6][C:7]2[C:16]3[C:11](=[CH:12][CH:13]=[CH:14][C:15]=3[N+:17]([O-])=O)[C:10](=[O:20])[NH:9][N:8]=2)=[CH:4][C:3]=1[C:23]([N:25]1[CH2:30][CH2:29][CH:28]([O:31][CH3:32])[CH2:27][CH2:26]1)=[O:24]>[Pd].C(O)C>[NH2:17][C:15]1[CH:14]=[CH:13][CH:12]=[C:11]2[C:16]=1[C:7]([CH2:6][C:5]1[CH:21]=[CH:22][C:2]([F:1])=[C:3]([C:23]([N:25]3[CH2:30][CH2:29][CH:28]([O:31][CH3:32])[CH2:27][CH2:26]3)=[O:24])[CH:4]=1)=[N:8][NH:9][C:10]2=[O:20]. Reported procedure: 4-(4-fluoro-3-(4-methoxypiperidine-1-carbonyl)benzyl)-5-nitrophthalazin-1 (2H)-one (45) (40 mg, 0.09 mmol) was added to 5% palladium on carbon (4 mg, 0.04 mmol) in ethanol (7 ml) at 25° C. under air. The resulting mixture was hydrogenated at 25° C. for 22 hours. The catalyst was filtered and washed with ethanol and the solvent evaporated to a pale brown gum. The crude product was purified by preparative HPLC (Waters XBridge Prep C18 OBD column, 5μ silica, 19 mm diameter, 100 mm length), using de...